From a dataset of the Open Reaction Database (ORD), a public repository of structured organic reaction records. describe an organic reaction: reactants, conditions, products, and yield RXN SMILES: [CH3:19][CH2:20][OH:21].[Cl-:1].[F:3][c:4]1[c:5]([N:14]2[CH2:15][CH:16]=[CH:17][CH2:18]2)[c:6]([F:13])[cH:7][c:8]([N+:10]([O-:11])=[O:12])[cH:9]1.[Fe:23].[NH4+:2].[OH2:22]>>[F:3][c:4]1[c:5]([N:14]2[CH2:15][CH:16]=[CH:17][CH2:18]2)[c:6]([F:13])[cH:7][c:8]([NH2:10])[cH:9]1. Reactants: CCO, [Cl-], O=[N+]([O-])c1cc(F)c(N2CC=CC2)c(F)c1, [Fe], [NH4+], O. Yields the product Nc1cc(F)c(N2CC=CC2)c(F)c1. Solvent: CN(C)C=O (DMF). Procedure details: To a solution of (3,4-dichloro-5-oxo-6-cyclopentyl-6,7,8,9-tetrahydro-5H-benzocyclohepten-2-yloxy)acetonitrile (5.7 g., 0.0165 mole) in DMF (25 ml.) is added sodium azide (1.26 g., 0.0194 mole) and ammonium chloride (1.05 g., 0.0194 mole). The mixture is heated at 85°-90° C. for one hour, cooled and poured into ice water. The mixture is acidified with 6 N HCl. The gummy solid that forms is triturated with butyl chloride and then crystallized from butyl chloride-methanol to obtain 5-(3,4-dichloro... The product is ClC1=C(C2=C(CCCC(C2=O)C2CCCC2)C=C1OCC1=NN=NN1)Cl (5-(3,4-dichloro-5-oxo-6-cyclopentyl-6,7,8,9-tetrahydro-5H-benzocyclohepten-2-yloxymethyl)tetrazole). RXN SMILES: [Cl:1][C:2]1[C:18]([O:19][CH2:20][C:21]#[N:22])=[CH:17][C:5]2[CH2:6][CH2:7][CH2:8][CH:9]([CH:12]3[CH2:16][CH2:15][CH2:14][CH2:13]3)[C:10](=[O:11])[C:4]=2[C:3]=1[Cl:23].[N-:24]=[N+:25]=[N-:26].[Na+].[Cl-].[NH4+].Cl>CN(C=O)C>[Cl:1][C:2]1[C:18]([O:19][CH2:20][C:21]2[NH:26][N:25]=[N:24][N:22]=2)=[CH:17][C:5]2[CH2:6][CH2:7][CH2:8][CH:9]([CH:12]3[CH2:13][CH2:14][CH2:15][CH2:16]3)[C:10](=[O:11])[C:4]=2[C:3]=1[Cl:23] |f:1.2,3.4|. Reactants: ClC1=C(C2=C(CCCC(C2=O)C2CCCC2)C=C1OCC#N)Cl ((3,4-dichloro-5-oxo-6-cyclopentyl-6,7,8,9-tetrahydro-5H-benzocyclohepten-2-yloxy)acetonitrile), [N-]=[N+]=[N-].[Na+] (sodium azide), [Cl-].[NH4+] (ammonium chloride), ice water, Cl (HCl). Starting materials: O=C([O-])[O-], COc1ccccc1O, CN(C)C=O, Clc1ccc(-c2coc(CCCI)n2)cc1, [K+], [K+], O. Product: COc1ccccc1OCCCc1nc(-c2ccc(Cl)cc2)co1. As a reaction SMILES: [C:26](=[O:27])([O-:28])[O-:29].[CH3:17][O:18][c:19]1[cH:20][cH:21][cH:22][cH:23][c:24]1[OH:25].[CH3:32][N:33]([CH3:34])[CH:35]=[O:36].[Cl:1][c:2]1[cH:3][cH:4][c:5](-[c:8]2[n:9][c:10]([CH2:13][CH2:14][CH2:15][I:16])[o:11][cH:12]2)[cH:6][cH:7]1.[K+:30].[K+:31].[OH2:37]>>[Cl:1][c:2]1[cH:3][cH:4][c:5](-[c:8]2[n:9][c:10]([CH2:13][CH2:14][CH2:15][O:25][c:24]3[c:19]([O:18][CH3:17])[cH:20][cH:21][cH:22][cH:23]3)[o:11][cH:12]2)[cH:6][cH:7]1. Reactants: C1N2CN3CN1CN(C2)C3, O, N#Cc1ccc(O)cc1, O=C(O)C(F)(F)F, O=S(=O)(O)O. Yields the product N#Cc1ccc(O)c(C=O)c1. Reaction SMILES: [CH2:10]1[N:11]2[CH2:12][N:13]3[CH2:14][N:15]([CH2:16]2)[CH2:17][N:18]1[CH2:19]3.[OH2:25].[OH:1][c:2]1[cH:3][cH:4][c:5]([C:8]#[N:9])[cH:6][cH:7]1.[OH:26][C:27]([C:28]([F:29])([F:30])[F:31])=[O:32].[S:20](=[O:21])(=[O:22])([OH:23])[OH:24]>>[OH:1][c:2]1[cH:3][cH:4][c:5]([C:8]#[N:9])[cH:6][c:7]1[CH:10]=[O:25].